Dataset: the Open Reaction Database (ORD), a public repository of structured organic reaction records. Task: describe an organic reaction: reactants, conditions, products, and yield The reactants are Cc1ccccc1, CCO, CCOC(=O)CCc1cn(Cc2ccnc(OCc3cn4c(Cl)cccc4n3)c2)nc1OCC, [Na+], [Na+], O=C([O-])[O-], O, OB(O)c1ccccc1, c1ccc(P(c2ccccc2)(c2ccccc2)[Pd](P(c2ccccc2)(c2ccccc2)c2ccccc2)(P(c2ccccc2)(c2ccccc2)c2ccccc2)P(c2ccccc2)(c2ccccc2)c2ccccc2)cc1. The product is CCOC(=O)CCc1cn(Cc2ccnc(OCc3cn4c(-c5ccccc5)cccc4n3)c2)nc1OCC. As a reaction SMILES: [CH3:131][c:132]1[cH:133][cH:134][cH:135][cH:136][cH:137]1.[CH3:50][CH2:51][OH:52].[Cl:1][c:2]1[cH:3][cH:4][cH:5][c:6]2[n:7]1[cH:8][c:9]([CH2:11][O:12][c:13]1[n:14][cH:15][cH:16][c:17]([CH2:19][n:20]3[n:21][c:22]([O:32][CH2:33][CH3:34])[c:23]([CH2:25][CH2:26][C:27](=[O:28])[O:29][CH2:30][CH3:31])[cH:24]3)[cH:18]1)[n:10]2.[Na+:44].[Na+:45].[O-:46][C:47](=[O:48])[O-:49].[OH2:130].[OH:35][B:36]([OH:37])[c:38]1[cH:39][cH:40][cH:41][cH:42][cH:43]1.[cH:53]1[cH:54][cH:55][c:56]([P:57]([Pd:58]([P:59]([c:60]2[cH:61][cH:62][cH:63][cH:64][cH:65]2)([c:66]2[cH:67][cH:68][cH:69][cH:70][cH:71]2)[c:72]2[cH:73][cH:74][cH:75][cH:76][cH:77]2)([P:78]([c:79]2[cH:80][cH:81][cH:82][cH:83][cH:84]2)([c:85]2[cH:86][cH:87][cH:88][cH:89][cH:90]2)[c:91]2[cH:92][cH:93][cH:94][cH:95][cH:96]2)[P:97]([c:98]2[cH:99][cH:100][cH:101][cH:102][cH:103]2)([c:104]2[cH:105][cH:106][cH:107][cH:108][cH:109]2)[c:110]2[cH:111][cH:112][cH:113][cH:114][cH:115]2)([c:116]2[cH:117][cH:118][cH:119][cH:120][cH:121]2)[c:122]2[cH:123][cH:124][cH:125][cH:126][cH:127]2)[cH:128][cH:129]1>>[c:2]1(-[c:38]2[cH:39][cH:40][cH:41][cH:42][cH:43]2)[cH:3][cH:4][cH:5][c:6]2[n:7]1[cH:8][c:9]([CH2:11][O:12][c:13]1[n:14][cH:15][cH:16][c:17]([CH2:19][n:20]3[n:21][c:22]([O:32][CH2:33][CH3:34])[c:23]([CH2:25][CH2:26][C:27](=[O:28])[O:29][CH2:30][CH3:31])[cH:24]3)[cH:18]1)[n:10]2. The reactants are NCCCCC=1N=CNC1C (4-(4-aminobutyl)-5-methylimidazole), Example 7 ( ii ), CSC(SC)=NC#N (dimethylcyanodithioimidocarbonate). Yields the product CSC(NC#N)=NCCCCC=1N=CNC1C (S-methyl-N-cyano-N'-[4-(5-methyl-4-imidazolyl)butyl]isothiourea). The yield is 75.3%. Reaction SMILES: [NH2:1][CH2:2][CH2:3][CH2:4][CH2:5][C:6]1[N:7]=[CH:8][NH:9][C:10]=1[CH3:11].[CH3:12][S:13][C:14](=[N:17][C:18]#[N:19])SC>>[CH3:12][S:13][C:14](=[N:1][CH2:2][CH2:3][CH2:4][CH2:5][C:6]1[N:7]=[CH:8][NH:9][C:10]=1[CH3:11])[NH:17][C:18]#[N:19]. Reported procedure: Reaction of 4-(4-aminobutyl)-5-methylimidazole (see Example 7 (ii), 2.71 g, 0.012 mol) with dimethylcyanodithioimidocarbonate (1.75 g 0.013 mol), gave S-methyl-N-cyano-N'-[4-(5-methyl-4-imidazolyl)butyl]isothiourea (2.27 g) which was treated directly with methylamine to yield N-cyano-N'-methyl-N"[4-(5-methyl-4-imidazolyl)butyl]guanidine (1.35 g), m.p. 152°-154° C. (from acetonitrile). The reactants are FC(C1=CC(=NC=2N1N=CC2C(=O)O)C2=CC=C(C=C2)C(F)(F)F)F (7-difluoromethyl-5-(4-trifluoromethyl-phenyl)-pyrazolo[1,5-a]pyrimidine-3-carboxylic acid), NC=1C=C(C=CC1)S(=O)(=O)NC(C)(C)C (3-amino-N-tert-butyl-benzenesulfonamide). Yields the product C(C)(C)(C)NS(=O)(=O)C=1C=C(C=CC1)NC(=O)C=1C=NN2C1N=C(C=C2C(F)F)C2=CC=C(C=C2)C(F)(F)F (7-Difluoromethyl-5-(4-trifluoromethyl-phenyl)-pyrazolo[1,5-a]pyrimidine-3-carboxylic acid(3-tert-butylsulfamoyl-phenyl)-amide). As a reaction SMILES: [F:1][CH:2]([F:25])[C:3]1[N:8]2[N:9]=[CH:10][C:11]([C:12]([OH:14])=O)=[C:7]2[N:6]=[C:5]([C:15]2[CH:20]=[CH:19][C:18]([C:21]([F:24])([F:23])[F:22])=[CH:17][CH:16]=2)[CH:4]=1.[NH2:26][C:27]1[CH:28]=[C:29]([S:33]([NH:36][C:37]([CH3:40])([CH3:39])[CH3:38])(=[O:35])=[O:34])[CH:30]=[CH:31][CH:32]=1>>[C:37]([NH:36][S:33]([C:29]1[CH:28]=[C:27]([NH:26][C:12]([C:11]2[CH:10]=[N:9][N:8]3[C:3]([CH:2]([F:25])[F:1])=[CH:4][C:5]([C:15]4[CH:20]=[CH:19][C:18]([C:21]([F:23])([F:24])[F:22])=[CH:17][CH:16]=4)=[N:6][C:7]=23)=[O:14])[CH:32]=[CH:31][CH:30]=1)(=[O:35])=[O:34])([CH3:40])([CH3:38])[CH3:39]. Reported procedure: The title compound was prepared from 7-difluoromethyl-5-(4-trifluoromethyl-phenyl)-pyrazolo[1,5-a]pyrimidine-3-carboxylic acid (example C.1) and 3-amino-N-tert-butyl-benzenesulfonamide [CAS 608523-94-0] according to general procedure II. Light yellow solid. MS (ISP) 566.2 [(M−H−]; mp 228° C. Reactants: CC(C)(C)OC(=O)NC(Cc1ccccc1C(F)(F)F)C(=O)O, CCN(C(C)C)C(C)C, ClC(Cl)Cl, Cc1sc(C(=O)O)cc1-c1c(Cl)cnn1C, NC(Cc1cccc(F)c1)CN1C(=O)c2ccccc2C1=O. Yields the product Cc1sc(C(=O)NC(Cc2cccc(F)c2)CN2C(=O)c3ccccc3C2=O)cc1-c1c(Cl)cnn1C. As a reaction SMILES: [CH3:39][C:40]([O:41][C:42]([NH:43][CH:44]([C:45]([OH:46])=[O:47])[CH2:48][c:49]1[cH:50][cH:51][cH:52][cH:53][c:54]1[C:55]([F:56])([F:57])[F:58])=[O:59])([CH3:60])[CH3:61].[CH:62]([N:63]([CH2:64][CH3:65])[CH:66]([CH3:67])[CH3:68])([CH3:69])[CH3:70].[CH:71]([Cl:72])([Cl:73])[Cl:74].[Cl:1][c:2]1[cH:3][n:4][n:5]([CH3:16])[c:6]1-[c:7]1[cH:8][c:9]([C:13](=[O:14])[OH:15])[s:10][c:11]1[CH3:12].[NH2:17][CH:18]([CH2:19][N:20]1[C:21](=[O:30])[c:22]2[cH:23][cH:24][cH:25][cH:26][c:27]2[C:28]1=[O:29])[CH2:31][c:32]1[cH:33][c:34]([F:38])[cH:35][cH:36][cH:37]1>>[Cl:1][c:2]1[cH:3][n:4][n:5]([CH3:16])[c:6]1-[c:7]1[cH:8][c:9]([C:13](=[O:15])[NH:17][CH:18]([CH2:19][N:20]2[C:21](=[O:30])[c:22]3[cH:23][cH:24][cH:25][cH:26][c:27]3[C:28]2=[O:29])[CH2:31][c:32]2[cH:33][c:34]([F:38])[cH:35][cH:36][cH:37]2)[s:10][c:11]1[CH3:12]. Reactants: Cl (hydrochloric acid), COC(=O)C=1CN(CCC1)CCOC=C(C1=C(C=CC=C1)C)C1=C(C=CC=C1)C (1-[2-[[2,2-bis(2-Methylphenyl)ethenyl]oxy]ethyl]-1,2,5,6-tetrahydropyridine-3-carboxylic acid methyl ester), O (water), [OH-].[Na+] (sodium hydroxide). Run in C(C)O (ethanol). Conditions: time 2.5 hour. The product is Cl.CC1=C(C=CC=C1)C(=COCCN1CC(=CCC1)C(=O)O)C1=C(C=CC=C1)C (1-[2-[[2,2-bis(2-Methylphenyl)ethenyl]oxy]ethyl]-1,2,5,6-tetrahydro-3-pyridine carboxylic acid hydrochloride). The yield is 76.0%. Reaction SMILES: C[O:2][C:3]([C:5]1[CH2:6][N:7]([CH2:11][CH2:12][O:13][CH:14]=[C:15]([C:23]2[CH:28]=[CH:27][CH:26]=[CH:25][C:24]=2[CH3:29])[C:16]2[CH:21]=[CH:20][CH:19]=[CH:18][C:17]=2[CH3:22])[CH2:8][CH2:9][CH:10]=1)=[O:4].[OH-].[Na+].O.[ClH:33]>C(O)C>[ClH:33].[CH3:29][C:24]1[CH:25]=[CH:26][CH:27]=[CH:28][C:23]=1[C:15]([C:16]1[CH:21]=[CH:20][CH:19]=[CH:18][C:17]=1[CH3:22])=[CH:14][O:13][CH2:12][CH2:11][N:7]1[CH2:8][CH2:9][CH:10]=[C:5]([C:3]([OH:4])=[O:2])[CH2:6]1 |f:1.2,6.7|. Reported procedure: 1-[2-[[2,2-bis(2-Methylphenyl)ethenyl]oxy]ethyl]-1,2,5,6-tetrahydropyridine-3-carboxylic acid methyl ester (0.70 g, 0.0018 mol) (prepared as described in Method B) was dissolved in ethanol (30 ml) and 10 N sodium hydroxide solution (1.79 ml) was introduced. The reaction mixture was stirred at room temperature for 2.5 h and water (100 ml) was added, followed by 2 N hydrochloric acid solution to pH 10. Ethanol was removed by evaporation under reduced pressure, and the aqueous solution was washed w...